Dataset: the Open Reaction Database (ORD), a public repository of structured organic reaction records. Task: describe an organic reaction: reactants, conditions, products, and yield The reactants are ClCCCN=C=O (chloro propyl isocyanate), COC(=O)[C@]1(N[C@@H](C=2NC3=CC=C(C=C3C2C1)OC)C1=CC(=CC=C1)O)C ((1R,3S)-1-(3-hydroxy-phenyl)-6-methoxy-3-methyl-2,3,4,9-tetrahydro-1H-β-carboline-3-carboxylic acid methyl ester). Yields the product ClCCCN1C([C@]2(N([C@@H](C=3NC4=CC=C(C=C4C3C2)OC)C2=CC(=CC=C2)O)C1=O)C)=O ((3aS,10R)-2-(3-Chloro-propyl)-10-(3-hydroxy-phenyl)-6-methoxy-3a-methyl-3a,4,9,10-tetrahydro-2,9,10a-triaza-cyclopenta[b]fluorene-1,3-dione). Reaction SMILES: [Cl:1][CH2:2][CH2:3][CH2:4][N:5]=[C:6]=[O:7].CO[C:10]([C@:12]1([CH3:34])[CH2:24][C:23]2[C:22]3[C:17](=[CH:18][CH:19]=[C:20]([O:25][CH3:26])[CH:21]=3)[NH:16][C:15]=2[C@@H:14]([C:27]2[CH:32]=[CH:31][CH:30]=[C:29]([OH:33])[CH:28]=2)[NH:13]1)=[O:11]>>[Cl:1][CH2:2][CH2:3][CH2:4][N:5]1[C:6](=[O:7])[N:13]2[C@H:14]([C:27]3[CH:32]=[CH:31][CH:30]=[C:29]([OH:33])[CH:28]=3)[C:15]3[NH:16][C:17]4[C:22]([C:23]=3[CH2:24][C@@:12]2([CH3:34])[C:10]1=[O:11])=[CH:21][C:20]([O:25][CH3:26])=[CH:19][CH:18]=4. Procedure details: The title compound is prepared analogously to the procedure described for example 22, using chloro propyl isocyanate and (1R,3S)-1-(3-hydroxy-phenyl)-6-methoxy-3-methyl-2,3,4,9-tetrahydro-1H-β-carboline-3-carboxylic acid methyl ester. MS: m/z (MH+)=454.0